Dataset: the Open Reaction Database (ORD), a public repository of structured organic reaction records. Task: describe an organic reaction: reactants, conditions, products, and yield The reactants are C(C)(C)(C)O[C@H](C(=O)OCC)C1=C(C2=C(N=C(S2)C=2C=C3C(=CN2)N(N=C3C)C)C=C1C)C1=CC=C(C=C1)Cl ((S)-ethyl 2-tert-butoxy-2-(7-(4-chlorophenyl)-2-(1,3-dimethyl-1H-pyrazolo[3,4-c]pyridin-5-yl)-5-methylbenzo[d]thiazol-6-yl)acetate), [OH-].[Na+] (NaOH), CN(C)C=O (DMF), C(C)(=O)O (acetic acid). The solvent is CO (MeOH), C1CCOC1 (THF). Conditions: time 8 hour. Yields the product C(C)(C)(C)O[C@H](C(=O)O)C1=C(C2=C(N=C(S2)C=2C=C3C(=CN2)N(N=C3C)C)C=C1C)C1=CC=C(C=C1)Cl ((S)-2-tert-butoxy-2-(7-(4-chlorophenyl)-2-(1,3-dimethyl-1H-pyrazolo[3,4-c]pyridin-5-yl)-5-methylbenzo[d]thiazol-6-yl)acetic acid). Reaction SMILES: [C:1]([O:5][C@@H:6]([C:12]1[C:31]([CH3:32])=[CH:30][C:15]2[N:16]=[C:17]([C:19]3[CH:20]=[C:21]4[C:27]([CH3:28])=[N:26][N:25]([CH3:29])[C:22]4=[CH:23][N:24]=3)[S:18][C:14]=2[C:13]=1[C:33]1[CH:38]=[CH:37][C:36]([Cl:39])=[CH:35][CH:34]=1)[C:7]([O:9]CC)=[O:8])([CH3:4])([CH3:3])[CH3:2].[OH-].[Na+].CN(C=O)C.C(O)(=O)C>CO.C1COCC1>[C:1]([O:5][C@@H:6]([C:12]1[C:31]([CH3:32])=[CH:30][C:15]2[N:16]=[C:17]([C:19]3[CH:20]=[C:21]4[C:27]([CH3:28])=[N:26][N:25]([CH3:29])[C:22]4=[CH:23][N:24]=3)[S:18][C:14]=2[C:13]=1[C:33]1[CH:38]=[CH:37][C:36]([Cl:39])=[CH:35][CH:34]=1)[C:7]([OH:9])=[O:8])([CH3:4])([CH3:2])[CH3:3] |f:1.2|. Reported procedure: A solution of (S)-ethyl 2-tert-butoxy-2-(7-(4-chlorophenyl)-2-(1,3-dimethyl-1H-pyrazolo[3,4-c]pyridin-5-yl)-5-methylbenzo[d]thiazol-6-yl)acetate (17.9 mg, 0.032 mmol)and 5M NaOH (0.127 mL, 0.636 mmol) in MeOH (0.2 mL) and THF (1.2 mL) was stirred at 50° C. for 3 hours, then stored in freezer overnight. DMF (0.3 mL) and acetic acid (0.011 mL) were added and reaction mixture was concentrated to ˜0.3 mL, filtered using a syringe filter, diluted with methanol. Purified using Gilson HPLC (Gemini, 5 t... The reactants are NC1=C(C=CC=C1)N (1,2-diaminobenzene), N1N=C(C2=CC=CC=C12)C(=O)O (indazole-3-carboxylic acid), polyphosphoric acid, C([O-])([O-])=O.[K+].[K+] (potassium carbonate). Solvent: ice water, C(C)(=O)OCC (ethyl acetate). Run at temperature 155 celsius. Product: N1C(=NC2=C1C=CC=C2)C2=NNC1=CC=CC=C21 (3-(1H-benzoimidazol-2-yl)-1H-indazole). The yield is 45.8%. As a reaction SMILES: [NH2:1][C:2]1[CH:7]=[CH:6][CH:5]=[CH:4][C:3]=1[NH2:8].[NH:9]1[C:17]2[C:12](=[CH:13][CH:14]=[CH:15][CH:16]=2)[C:11]([C:18](O)=O)=[N:10]1.C(=O)([O-])[O-].[K+].[K+]>C(OCC)(=O)C>[NH:1]1[C:2]2[CH:7]=[CH:6][CH:5]=[CH:4][C:3]=2[N:8]=[C:18]1[C:11]1[C:12]2[C:17](=[CH:16][CH:15]=[CH:14][CH:13]=2)[NH:9][N:10]=1 |f:2.3.4|. Procedure details: A mixture of 1,2-diaminobenzene (108 mg), indazole-3-carboxylic acid (118 mg) and polyphosphoric acid (1 mL) was heated at 150-160° C. for 24 hours. The mixture was cooled, then diluted with ice water (10 mL) and then treated with ethyl acetate (10 mL). The aqueous layer was basified by addition of solid potassium carbonate. The layers were separated and the aqueous layer was extracted with ethyl acetate (10 mL). The combined organic phases were dried and then evaporated. The residue was subject... Reactants: BrCC(=O)OC (methyl bromoacetate), C([O-])([O-])=O.[Cs+].[Cs+] (cesium carbonate), BrC1=C(C=CC2=CC(=CC=C12)C=1N=C(SC1)C1=CC=CC=C1)O (1-bromo-6-(2-phenyl-1,3-thiazol-4-yl)-2-naphthol). Run in CC(=O)C (acetone). Reaction conditions: time 19 hour. The product is BrC1=C(C=CC2=CC(=CC=C12)C=1N=C(SC1)C1=CC=CC=C1)OCC(=O)OC (methyl {[1-bromo-6-(2-phenyl-1,3-thiazol-4-yl)-2-naphthyl]oxy}acetate). The yield is 94.8%. As a reaction SMILES: [Br:1][C:2]1[C:11]2[C:6](=[CH:7][C:8]([C:12]3[N:13]=[C:14]([C:17]4[CH:22]=[CH:21][CH:20]=[CH:19][CH:18]=4)[S:15][CH:16]=3)=[CH:9][CH:10]=2)[CH:5]=[CH:4][C:3]=1[OH:23].Br[CH2:25][C:26]([O:28][CH3:29])=[O:27].C(=O)([O-])[O-].[Cs+].[Cs+]>CC(C)=O>[Br:1][C:2]1[C:11]2[C:6](=[CH:7][C:8]([C:12]3[N:13]=[C:14]([C:17]4[CH:22]=[CH:21][CH:20]=[CH:19][CH:18]=4)[S:15][CH:16]=3)=[CH:9][CH:10]=2)[CH:5]=[CH:4][C:3]=1[O:23][CH2:25][C:26]([O:28][CH3:29])=[O:27] |f:2.3.4|. Procedure details: A mixture of 1-bromo-6-(2-phenyl-1,3-thiazol-4-yl)-2-naphthol (356 mg, 0.931 mmol), prepared in step 1 of Example 3, methyl bromoacetate (106 μL, 1.12 mmol) and cesium carbonate (457 mg, 1.40 mmol) in 25 mL of acetone was stirred under nitrogen at room temperature for 19 h. The reaction was concentrated under reduced pressure to remove the acetone. The residue was partitioned between methylene chloride and water. The aqueous layer was separated and extracted multiple times with methylene chlorid... Reactants: CCO, [Cl-], COCN(c1ccncn1)S(=O)(=O)c1cc(Cl)c(Oc2ccc(Cl)cc2-c2cn(C3CCCCO3)nc2[N+](=O)[O-])cc1F, [Fe], [NH4+]. Yields the product COCN(c1ccncn1)S(=O)(=O)c1cc(Cl)c(Oc2ccc(Cl)cc2-c2cn(C3CCCCO3)nc2N)cc1F. RXN SMILES: [CH3:44][CH2:45][OH:46].[Cl-:47].[Cl:1][c:2]1[c:3]([O:22][c:23]2[c:24](-[c:30]3[c:31]([N+:41]([O-:42])=[O:43])[n:32][n:33]([CH:35]4[O:36][CH2:37][CH2:38][CH2:39][CH2:40]4)[cH:34]3)[cH:25][c:26]([Cl:29])[cH:27][cH:28]2)[cH:4][c:5]([F:21])[c:6]([S:8](=[O:9])(=[O:10])[N:11]([c:12]2[n:13][cH:14][n:15][cH:16][cH:17]2)[CH2:18][O:19][CH3:20])[cH:7]1.[Fe:49].[NH4+:48]>>[Cl:1][c:2]1[c:3]([O:22][c:23]2[c:24](-[c:30]3[c:31]([NH2:41])[n:32][n:33]([CH:35]4[O:36][CH2:37][CH2:38][CH2:39][CH2:40]4)[cH:34]3)[cH:25][c:26]([Cl:29])[cH:27][cH:28]2)[cH:4][c:5]([F:21])[c:6]([S:8](=[O:9])(=[O:10])[N:11]([c:12]2[n:13][cH:14][n:15][cH:16][cH:17]2)[CH2:18][O:19][CH3:20])[cH:7]1. The reactants are NC1=C(C=C(C(=O)O)C=C1)Cl (4-amino-3-chloro-benzoic acid), C(C)(=O)Cl (acetyl chloride). Solvent: C1CCOC1 (THF). Conditions: time 48 hour. The product is C(C)(=O)NC1=C(C=C(C(=O)O)C=C1)Cl (4-Acetylamino-3-chlorobenzoic acid). The yield is 94.2%. As a reaction SMILES: [NH2:1][C:2]1[CH:10]=[CH:9][C:5]([C:6]([OH:8])=[O:7])=[CH:4][C:3]=1[Cl:11].[C:12](Cl)(=[O:14])[CH3:13]>C1COCC1>[C:12]([NH:1][C:2]1[CH:10]=[CH:9][C:5]([C:6]([OH:8])=[O:7])=[CH:4][C:3]=1[Cl:11])(=[O:14])[CH3:13]. Reported procedure: To a solution of 4-amino-3-chloro-benzoic acid (10.0 g, 58.3 mmol) in anhydrous THF (100 mL) was added acetyl chloride (20.7 ml, 291.1 mmol) and the solution stirred at room temperature for 48 hours. The solvent was evaporated and the product precipitated from hexanes then filtered and dried to give a white solid (11.73 g, 94% yield). 1H-NMR (500 MHz, CD3OD) δ 2.28 (s, 3H), 7.92 (dd, 1H), 7.99-8.16 (m, 2H). Analytical HPLC (cyano column) 7.84 min. Starting materials: C(=O)(O)C=1C(C(=C(NC1C)C#N)C(=O)OC)C1=CC(=CC=C1)[N+](=O)[O-] (methyl (+)-5-carboxy-2-cyano-6-methyl-4-(3-nitrophenyl)-1,4-dihydropyridine-3-carboxylate), C(C)(C)O (isopropyl alcohol), C([O-])([O-])=O.[Na+].[Na+] (sodium carbonate), P(Cl)(Cl)(Cl)(Cl)Cl (phosphorus pentachloride). Run in C(Cl)Cl (methylene chloride), C(Cl)Cl (methylene chloride). Reaction conditions: time 30 minute. Yields the product C(#N)C=1NC(=C(C(C1C(=O)OC)C1=CC(=CC=C1)[N+](=O)[O-])C(=O)OC(C)C)C (5-isopropyl 3-methyl (+)-2-cyano-6-methyl-4-(3-nitrophenyl)-1,4-dihydropyridine-3,5-dicarboxylate). Yield: 95.4%. As a reaction SMILES: [C:1]([C:4]1[CH:5]([C:17]2[CH:22]=[CH:21][CH:20]=[C:19]([N+:23]([O-:25])=[O:24])[CH:18]=2)[C:6]([C:13]([O:15][CH3:16])=[O:14])=[C:7]([C:11]#[N:12])[NH:8][C:9]=1[CH3:10])([OH:3])=[O:2].P(Cl)(Cl)(Cl)(Cl)Cl.[CH:32](O)([CH3:34])[CH3:33].C(=O)([O-])[O-].[Na+].[Na+]>C(Cl)Cl>[C:11]([C:7]1[NH:8][C:9]([CH3:10])=[C:4]([C:1]([O:3][CH:32]([CH3:34])[CH3:33])=[O:2])[CH:5]([C:17]2[CH:22]=[CH:21][CH:20]=[C:19]([N+:23]([O-:25])=[O:24])[CH:18]=2)[C:6]=1[C:13]([O:15][CH3:16])=[O:14])#[N:12] |f:3.4.5|. Procedure details: In methylene chloride (30 ml) is suspended methyl (+)-5-carboxy-2-cyano-6-methyl-4-(3-nitrophenyl)-1,4-dihydropyridine-3-carboxylate (3.12 g) followed by addition of phosphorus pentachloride (2.46 g) with ice-cooling, and the mixture is stirred for 30 minutes. Then, a solution of isopropyl alcohol (1.4 g) in methylene chloride (10 ml) is added dropwise over a period of 10 minutes. The mixture is stirred for 20 minutes, at the end of which time 5% aqueous sodium carbonate solution (30 ml) is adde...